From a dataset of the Open Reaction Database (ORD), a public repository of structured organic reaction records. describe an organic reaction: reactants, conditions, products, and yield Run in C(C)(C)O (isopropanol). Reaction SMILES: Cl[C:2]1[N:3]=[CH:4][C:5]2[CH2:11][N:10]([C:12]([C:14]3[CH:15]=[N:16][CH:17]=[CH:18][CH:19]=3)=[O:13])[CH2:9][CH2:8][C:6]=2[N:7]=1.[CH3:20][O:21][C:22]1[CH:28]=[CH:27][CH:26]=[CH:25][C:23]=1[NH2:24].CCOC(C)=O>C(O)(C)C>[CH3:20][O:21][C:22]1[CH:28]=[CH:27][CH:26]=[CH:25][C:23]=1[NH:24][C:2]1[N:3]=[CH:4][C:5]2[CH2:11][N:10]([C:12]([C:14]3[CH:15]=[N:16][CH:17]=[CH:18][CH:19]=3)=[O:13])[CH2:9][CH2:8][C:6]=2[N:7]=1. The yield is 33.5%. Conditions: temperature 60 celsius, time 8 hour. Procedure details: A solution of (2-chloro-7,8-dihydropyrido[4,3-d]pyrimidin-6(5H)-yl)(pyridin-3-yl)methanone, Intermediate 5 (0.025 g, 0.091 mmol) in isopropanol (0.1 mL) was treated with 2-methoxyaniline (0.012 g, 0.100 mmol). The resulting mixture was heated to 60° C. and allowed to stir overnight. After being allowed to cool to room temperature EtOAc (10 mL) was added to the reaction mixture, and the resulting solution was then washed twice with brine (10 mL). The combined aqueous layers were washed once with ... Reactants: CCOC(=O)C (EtOAc), ClC=1N=CC2=C(N1)CCN(C2)C(=O)C=2C=NC=CC2 ((2-chloro-7,8-dihydropyrido[4,3-d]pyrimidin-6(5H)-yl)(pyridin-3-yl)methanone), Intermediate 5, COC1=C(N)C=CC=C1 (2-methoxyaniline). Product: COC1=C(C=CC=C1)NC=1N=CC2=C(N1)CCN(C2)C(=O)C=2C=NC=CC2 (N-(2-methoxyphenyl)-6-(pyridin-3-ylcarbonyl)-5,6,7,8-tetrahydropyrido[4,3-d]pyrimidin-2-amine).